From a dataset of the Open Reaction Database (ORD), a public repository of structured organic reaction records. describe an organic reaction: reactants, conditions, products, and yield Starting materials: NC1=NC=C(C=C1)Br (2-amino-5-bromopyridine), C([O-])([O-])=O.[Cs+].[Cs+] (cesium carbonate), ClC1=CC=C(C=C1)N1C(=NC=2N(C=NC2C1=O)C=1C=C(C#N)C=CC1)C1=CC=C(C=C1)B1OC(C(O1)(C)C)(C)C (3-{1-(4-chloro-phenyl)-6-oxo-2-[4-(4,4,5,5-tetramethyl-[1,3,2]dioxaborolan-2-yl)-phenyl]-1,6-dihydro-purin-9-yl}-benzonitrile). Reagents/catalysts: C1=CC=C(C=C1)P([C-]2C=CC=C2)C3=CC=CC=C3.C1=CC=C(C=C1)P([C-]2C=CC=C2)C3=CC=CC=C3.Cl[Pd]Cl.[Fe+2] (Pd(dppf)2Cl2). Run in CN(C=O)C (N,N-dimethylformamide). Run at temperature 100 celsius. The product is NC1=CC=C(C=N1)C1=CC=C(C=C1)C=1N(C(C=2N=CN(C2N1)C=1C=C(C#N)C=CC1)=O)C1=CC=C(C=C1)Cl (3-[2-[4-(6-amino-pyridin-3-yl)-phenyl]-1-(4-chloro-phenyl)-6-oxo-1,6-dihydro-purin-9-yl]-benzonitrile). Reaction SMILES: [Cl:1][C:2]1[CH:7]=[CH:6][C:5]([N:8]2[C:16](=[O:17])[C:15]3[N:14]=[CH:13][N:12]([C:18]4[CH:19]=[C:20]([CH:23]=[CH:24][CH:25]=4)[C:21]#[N:22])[C:11]=3[N:10]=[C:9]2[C:26]2[CH:31]=[CH:30][C:29](B3OC(C)(C)C(C)(C)O3)=[CH:28][CH:27]=2)=[CH:4][CH:3]=1.[NH2:41][C:42]1[CH:47]=[CH:46][C:45](Br)=[CH:44][N:43]=1.C(=O)([O-])[O-].[Cs+].[Cs+]>CN(C)C=O.C1C=CC(P(C2C=CC=CC=2)[C-]2C=CC=C2)=CC=1.C1C=CC(P(C2C=CC=CC=2)[C-]2C=CC=C2)=CC=1.Cl[Pd]Cl.[Fe+2]>[NH2:41][C:42]1[N:43]=[CH:44][C:45]([C:29]2[CH:28]=[CH:27][C:26]([C:9]3[N:8]([C:5]4[CH:6]=[CH:7][C:2]([Cl:1])=[CH:3][CH:4]=4)[C:16](=[O:17])[C:15]4[N:14]=[CH:13][N:12]([C:18]5[CH:19]=[C:20]([CH:23]=[CH:24][CH:25]=5)[C:21]#[N:22])[C:11]=4[N:10]=3)=[CH:31][CH:30]=2)=[CH:46][CH:47]=1 |f:2.3.4,6.7.8.9|. Procedure: A solution of 3-{1-(4-chloro-phenyl)-6-oxo-2-[4-(4,4,5,5-tetramethyl-[1,3,2]dioxaborolan-2-yl)-phenyl]-1,6-dihydro-purin-9-yl}-benzonitrile (prepared as described in example 43, 0.800 g, 1.45 mmol) in N,N-dimethylformamide (30 mL) is degassed with argon for 0.5 h. Then 2-amino-5-bromopyridine (0.37 g, 2.18 mmol), cesium carbonate (0.95 g, 3.63 mmol), Pd(dppf)2Cl2 (0.1 g, 0.181 mmol) is added and the resulted mixture is degassed with argon for 0.5 h. The reaction mixture is then heated at 100° C.... The reactants are C(C1=CC=CC=C1)N(C1=C(C(=CC=C1)NS(=O)(=O)C)C)CC1=CC=C(OC2=CC=C(OCCCC(=O)O)C=C2)C=C1 (4-(4-{4-[(benzyl{2-methyl-3-[(methylsulfonyl)amino]phenyl}amino)methyl]phenoxy}phenoxy)butanoic acid), Cl.C(C)OC(CCN)=O (beta-alanine ethyl ester hydrochloride). Product: C(C1=CC=CC=C1)N(C1=C(C(=CC=C1)NS(=O)(=O)C)C)CC1=CC=C(OC2=CC=C(OCCCC(=O)NCCC(=O)O)C=C2)C=C1 (N-[4-(4-{4-[(benzyl{2-methyl-3-[(methylsulfonyl)amino]phenyl}amino)methyl]phenoxy}phenoxy)butanoyl]-beta-alanine). RXN SMILES: [CH2:1]([N:8]([CH2:21][C:22]1[CH:41]=[CH:40][C:25]([O:26][C:27]2[CH:39]=[CH:38][C:30]([O:31][CH2:32][CH2:33][CH2:34][C:35](O)=[O:36])=[CH:29][CH:28]=2)=[CH:24][CH:23]=1)[C:9]1[CH:14]=[CH:13][CH:12]=[C:11]([NH:15][S:16]([CH3:19])(=[O:18])=[O:17])[C:10]=1[CH3:20])[C:2]1[CH:7]=[CH:6][CH:5]=[CH:4][CH:3]=1.Cl.C([O:45][C:46](=[O:50])[CH2:47][CH2:48][NH2:49])C>>[CH2:1]([N:8]([CH2:21][C:22]1[CH:23]=[CH:24][C:25]([O:26][C:27]2[CH:28]=[CH:29][C:30]([O:31][CH2:32][CH2:33][CH2:34][C:35]([NH:49][CH2:48][CH2:47][C:46]([OH:45])=[O:50])=[O:36])=[CH:38][CH:39]=2)=[CH:40][CH:41]=1)[C:9]1[CH:14]=[CH:13][CH:12]=[C:11]([NH:15][S:16]([CH3:19])(=[O:17])=[O:18])[C:10]=1[CH3:20])[C:2]1[CH:3]=[CH:4][CH:5]=[CH:6][CH:7]=1 |f:1.2|. Procedure details: The product from Example 233 and beta-alanine ethyl ester hydrochloride were processed as described in Example 251A and B to provide the titled compound. 1H NMR (500 MHz, DMSO-d6) δ11.91-12.41 (br.s, 1 H), 8.94 (s, 1 H), 7.90 (m, 1 H), 7.22 (m, 7 H), 6.88-7.09 (m, 7 H), 6.82 (d, 2 H), 4.04 (s, 2 H), 4.00 (s, 2 H), 3.92 (t, 2 H), 3.24 (dd, 2 H), 2.91 (s, 3 H), 2.38 (s, 3 H), 2.37 (t, 2 H), 2.21 (t, 2 H), 1.91 (m, 2 H); MS (ESI+) m/z 646 (M+H)+. Reported procedure: A mixture containing 46.6 grams (0.34 moles) of p-aminobenzoic acid, 50 grams (0.34 moles) of 5-chloro-2-thiophenecarboxaldehyde and 400 ml. of toluene was heated to reflux for about three and a half hours. The water formed was collected in a Dean-Stark trap. The reaction mass was cooled at the end of this period and the Schiff base collected as a tan solid. To a mixture of the intermediate Schiff base and 1.2 liters of glacial acetic acid 21.2 grams (0.36 moles) of dimethylaminoborane was added... The product is ClC1=CC=C(S1)CNC1=CC=C(C(=O)O)C=C1 (4-(((5-chloro-2thienyl)methyl)amino)-benzoic acid). Solvent: C1(=CC=CC=C1)C (toluene), O (water), ice water. Conditions: temperature 40 celsius. The reactants are NC1=CC=C(C(=O)O)C=C1 (p-aminobenzoic acid), ClC1=CC=C(S1)C=O (5-chloro-2-thiophenecarboxaldehyde), Schiff base, C(C)(=O)O (acetic acid), CN(C)B (dimethylaminoborane). As a reaction SMILES: [NH2:1][C:2]1[CH:10]=[CH:9][C:5]([C:6]([OH:8])=[O:7])=[CH:4][CH:3]=1.[Cl:11][C:12]1[S:16][C:15]([CH:17]=O)=[CH:14][CH:13]=1.C(O)(=O)C.CN(B)C>O.C1(C)C=CC=CC=1>[Cl:11][C:12]1[S:16][C:15]([CH2:17][NH:1][C:2]2[CH:10]=[CH:9][C:5]([C:6]([OH:8])=[O:7])=[CH:4][CH:3]=2)=[CH:14][CH:13]=1. The product is N1=C(NC2=C1C=CC=C2)NC2CCCC1=CC=CC=C21 (N-(Benzimidazol-2-yl)-1,2,3,4-tetrahydro-1-naphthylamine). Procedure: The title compound was prepared from 2-chlorobenzimidazole and racemic 1,2,3,4-tetrahydro-l-naphthylamine by Procedure A (10 min at 170° C. followed by 15 min at 200° C.). The product was isolated from the crude reaction mixture by preparative LCMS to give the title compound as the free base and as a mixture of enantiomers (white solid, mp 230-234° C.). MS(ES+) m/z 264 ([M+1]+, 100). 1NMR (DMSO-d6) δ 1.73-1.82 (m, 1H), 1.85-1.96 (m, 2H), 2.01-2.09 (m, 1H), 2.70-2.85 (m, 2H), 5.04 (m, 1H), 7.01-7... Reactants: ClC=1NC2=C(N1)C=CC=C2 (2-chlorobenzimidazole), C1(CCCC2=CC=CC=C12)N (racemic 1,2,3,4-tetrahydro-l-naphthylamine). As a reaction SMILES: Cl[C:2]1[NH:3][C:4]2[CH:10]=[CH:9][CH:8]=[CH:7][C:5]=2[N:6]=1.[CH:11]1([NH2:21])[C:20]2[C:15](=[CH:16][CH:17]=[CH:18][CH:19]=2)[CH2:14][CH2:13][CH2:12]1>>[N:6]1[C:5]2[CH:7]=[CH:8][CH:9]=[CH:10][C:4]=2[NH:3][C:2]=1[NH:21][CH:11]1[C:20]2[C:15](=[CH:16][CH:17]=[CH:18][CH:19]=2)[CH2:14][CH2:13][CH2:12]1.